describe an organic reaction: reactants, conditions, products, and yield From a dataset of the Open Reaction Database (ORD), a public repository of structured organic reaction records. The reactants are [Br-], [Br-], [Br-], COCC(COC)Oc1cc(C(C)=O)cc(C(C)(C)C)c1, C1CCOC1, CO, ClCCl, C[N+](C)(C)c1ccccc1, C[N+](C)(C)c1ccccc1, C[N+](C)(C)c1ccccc1. The product is COCC(COC)Oc1cc(C(=O)CBr)cc(C(C)(C)C)c1. RXN SMILES: [Br-:22].[Br-:23].[Br-:24].[C:1]([CH3:2])([CH3:3])([CH3:4])[c:5]1[cH:6][c:7]([C:19]([CH3:20])=[O:21])[cH:8][c:9]([O:11][CH:12]([CH2:13][O:14][CH3:15])[CH2:16][O:17][CH3:18])[cH:10]1.[CH2:57]1[O:58][CH2:59][CH2:60][CH2:61]1.[CH3:55][OH:56].[Cl:62][CH2:63][Cl:64].[c:25]1([N+:26]([CH3:27])([CH3:28])[CH3:29])[cH:30][cH:31][cH:32][cH:33][cH:34]1.[c:35]1([N+:36]([CH3:37])([CH3:38])[CH3:39])[cH:40][cH:41][cH:42][cH:43][cH:44]1.[c:45]1([N+:46]([CH3:47])([CH3:48])[CH3:49])[cH:50][cH:51][cH:52][cH:53][cH:54]1>>[C:1]([CH3:2])([CH3:3])([CH3:4])[c:5]1[cH:6][c:7]([C:19]([CH2:20][Br:22])=[O:21])[cH:8][c:9]([O:11][CH:12]([CH2:13][O:14][CH3:15])[CH2:16][O:17][CH3:18])[cH:10]1.